Dataset: the Open Reaction Database (ORD), a public repository of structured organic reaction records. Task: describe an organic reaction: reactants, conditions, products, and yield Reactants: C(C)(C)(C)OC(NC1(COC(OC1)(C)C)CCC1=CC(=C(C=C1)OCCCC1=CC(=CC=C1)[N+](=O)[O-])C(F)(F)F)=O ([2,2-dimethyl-5-(2-{4-[3-(3-nitrophenyl)propoxy]-3-trifluoromethylphenyl}ethyl)-1,3-dioxan-5-yl]carbamic acid t-butyl ester), Cl (hydrochloric acid). The solvent is C(C)O (ethanol). Run at temperature 80 celsius, time 1 hour. Product: Cl.NC(CO)(CO)CCC1=CC(=C(C=C1)OCCCC1=CC(=CC=C1)[N+](=O)[O-])C(F)(F)F (2-amino-2-(2-{4-[3-(3-nitrophenyl)propoxy]-3-trifluoromethylphenyl}ethyl)propane-1,3-diol hydrochloride). RXN SMILES: C(OC(=O)[NH:7][C:8]1([CH2:16][CH2:17][C:18]2[CH:23]=[CH:22][C:21]([O:24][CH2:25][CH2:26][CH2:27][C:28]3[CH:33]=[CH:32][CH:31]=[C:30]([N+:34]([O-:36])=[O:35])[CH:29]=3)=[C:20]([C:37]([F:40])([F:39])[F:38])[CH:19]=2)[CH2:13][O:12]C(C)(C)[O:10][CH2:9]1)(C)(C)C.[ClH:42]>C(O)C>[ClH:42].[NH2:7][C:8]([CH2:16][CH2:17][C:18]1[CH:23]=[CH:22][C:21]([O:24][CH2:25][CH2:26][CH2:27][C:28]2[CH:33]=[CH:32][CH:31]=[C:30]([N+:34]([O-:36])=[O:35])[CH:29]=2)=[C:20]([C:37]([F:38])([F:39])[F:40])[CH:19]=1)([CH2:13][OH:12])[CH2:9][OH:10] |f:3.4|. Reported procedure: Compound 95-3 (587 mg) was dissolved in ethanol (15 ml), concentrated hydrochloric acid (1.5 ml) was added, and the mixture was stirred at 80° C. for 1 hr. The reaction mixture was concentrated, and the residue was washed with diethyl ether to give the object product (430 mg) as a white powder. Reactants: BrC=1C=C(CC2NCCC3=CC(=C(C=C23)OC)OC)C=CC1OC (1-(3-Bromo-4-methoxy-benzyl)-6,7-dimethoxy-1,2,3,4-tetrahydroisoquinoline), BrCC(=O)Br (2-bromoacetyl bromide), C1(CCCC2=CC=CC=C12)N (1,2,3,4-tetrahydro-1-naphthylamine). Yields the product BrC=1C=C(CC2N(CCC3=CC(=C(C=C23)OC)OC)CC(=O)NC2CCCC3=CC=CC=C23)C=CC1OC (2-[1-(3-Bromo-4-methoxy-benzyl)-6,7-dimethoxy-3,4-dihydro-1H-isoquinolin-2-yl]-N-(1,2,3,4-tetrahydro-naphthalen-1-yl)-acetamide). RXN SMILES: [Br:1][C:2]1[CH:3]=[C:4]([CH:20]=[CH:21][C:22]=1[O:23][CH3:24])[CH2:5][CH:6]1[C:15]2[C:10](=[CH:11][C:12]([O:18][CH3:19])=[C:13]([O:16][CH3:17])[CH:14]=2)[CH2:9][CH2:8][NH:7]1.Br[CH2:26][C:27](Br)=[O:28].[CH:30]1([NH2:40])[C:39]2[C:34](=[CH:35][CH:36]=[CH:37][CH:38]=2)[CH2:33][CH2:32][CH2:31]1>>[Br:1][C:2]1[CH:3]=[C:4]([CH:20]=[CH:21][C:22]=1[O:23][CH3:24])[CH2:5][CH:6]1[C:15]2[C:10](=[CH:11][C:12]([O:18][CH3:19])=[C:13]([O:16][CH3:17])[CH:14]=2)[CH2:9][CH2:8][N:7]1[CH2:26][C:27]([NH:40][CH:30]1[C:39]2[C:34](=[CH:35][CH:36]=[CH:37][CH:38]=2)[CH2:33][CH2:32][CH2:31]1)=[O:28]. Procedure: prepared by reaction of 1-(3-Bromo-4-methoxy-benzyl)-6,7-dimethoxy-1,2,3,4-tetrahydroisoquinoline and 2-bromoacetyl bromide with 1,2,3,4-tetrahydro-1-naphthylamine